This data is from the Open Reaction Database (ORD), a public repository of structured organic reaction records. The task is: describe an organic reaction: reactants, conditions, products, and yield The reactants are C1CCOC1, [Li]CCCC, C[Si](C)(C)CCOCn1ccnc1C#N, CC1(C)CCCC(C)(C)N1, CCOC(=O)Cl. The product is CCOC(=O)c1cnc(C#N)n1COCC[Si](C)(C)C. Reaction SMILES: [CH2:37]1[O:38][CH2:39][CH2:40][CH2:41]1.[CH3:11][CH2:12][CH2:13][CH2:14][Li:15].[CH3:16][Si:17]([CH2:18][CH2:19][O:20][CH2:21][n:22]1[c:23]([C:27]#[N:28])[n:24][cH:25][cH:26]1)([CH3:29])[CH3:30].[CH3:1][C:2]1([CH3:3])[CH2:4][CH2:5][CH2:6][C:7]([CH3:8])([CH3:9])[NH:10]1.[Cl:31][C:32](=[O:33])[O:34][CH2:35][CH3:36]>>[CH3:16][Si:17]([CH2:18][CH2:19][O:20][CH2:21][n:22]1[c:23]([C:27]#[N:28])[n:24][cH:25][c:26]1[C:32](=[O:33])[O:34][CH2:35][CH3:36])([CH3:29])[CH3:30].